From a dataset of the Open Reaction Database (ORD), a public repository of structured organic reaction records. describe an organic reaction: reactants, conditions, products, and yield The reactants are N1(C=NC=C1)C(CC)C1=NC=C(C=C1)C1=CC(=CC=C1)OC (2-(1-(1H-imidazol-1-yl)propyl)-5-(3-methoxyphenyl)pyridine), B(Br)(Br)Br (BBr3), C(C)(=O)OCC (ethyl acetate), C([O-])(O)=O.[Na+] (sodium bicarbonate), Ice, crude product. The solvent is ClCCl (dichloromethane), ClCCl (dichloromethane), C(Cl)Cl (DCM), ClCCl (dichloromethane). Conditions: time 1 hour. The product is N1(C=NC=C1)C(CC)C1=CC=C(C=N1)C=1C=C(C=CC1)O (3-(6-(1-(1H-imidazol-1-yl)propyl)pyridin-3-yl)phenol). Yield: 42.1%. As a reaction SMILES: [N:1]1([CH:6]([C:9]2[CH:14]=[CH:13][C:12]([C:15]3[CH:20]=[CH:19][CH:18]=[C:17]([O:21]C)[CH:16]=3)=[CH:11][N:10]=2)[CH2:7][CH3:8])[CH:5]=[CH:4][N:3]=[CH:2]1.B(Br)(Br)Br.C(OCC)(=O)C.C(=O)(O)[O-].[Na+]>ClCCl>[N:1]1([CH:6]([C:9]2[N:10]=[CH:11][C:12]([C:15]3[CH:16]=[C:17]([OH:21])[CH:18]=[CH:19][CH:20]=3)=[CH:13][CH:14]=2)[CH2:7][CH3:8])[CH:5]=[CH:4][N:3]=[CH:2]1 |f:3.4|. Reported procedure: To a solution of 2-(1-(1H-imidazol-1-yl)propyl)-5-(3-methoxyphenyl) pyridine (0.05 g, 0.17 mmol; prepared as described in Example 7) in dichloromethane (1 mL) was added BBr3 (0.064 g, 0.25 mmol) under nitrogen at 0° C. The reaction was stirred at this temperature for 1 h, allowed to warm to rt and then maintained at rt for another 1 h. The contents were diluted with dichloromethane (100 mL) and then distilled off to obtain crude product. Ice-cold water (100 mL) and dichloromethane (50 mL) were t... The reactants are C(=O)(C(F)(F)F)O (TFA), C(C)(C)(C)OC(N[C@@H](CO)C1=C(C(=CC=C1)N1CCOCC1)F)=O ((R )-[1-(fluoro-3-morpholin-4-yl-phenyl)-2-hydroxy-ethyl]-carbamic acid tert-butyl ester). The solvent is C(Cl)Cl (methylene chloride). The product is N[C@@H](CO)C1=CC(=C(C=C1)F)N1CCOCC1 ((R)-2-Amino-2-(4-fluoro-3-morpholin-4-yl-phenyl)-ethanol). RXN SMILES: C(O)(C(F)(F)[F:4])=O.C(OC(=O)[NH:14][C@H:15]([C:18]1[CH:23]=[CH:22][CH:21]=[C:20]([N:24]2[CH2:29][CH2:28][O:27][CH2:26][CH2:25]2)[C:19]=1F)[CH2:16][OH:17])(C)(C)C>C(Cl)Cl>[NH2:14][C@H:15]([C:18]1[CH:23]=[CH:22][C:21]([F:4])=[C:20]([N:24]2[CH2:29][CH2:28][O:27][CH2:26][CH2:25]2)[CH:19]=1)[CH2:16][OH:17]. Procedure details: A solution of TFA (5 mL) and (R )-[1-(fluoro-3-morpholin-4-yl-phenyl)-2-hydroxy-ethyl]-carbamic acid tert-butyl ester(1.2 g) in methylene chloride (15 mL) was stirred for 2 h. After concentration, the residue was neutralized with 10 N NaOH and extracted with methylene chloride. The organic layer was washed with brine, dried over Na2SO4, and concentrated in vacuo to give the title compound as a solid (720 mg).